From a dataset of the Open Reaction Database (ORD), a public repository of structured organic reaction records. describe an organic reaction: reactants, conditions, products, and yield Reactants: CCOc1ccc([N+](=O)[O-])c(NC(C)=O)c1, Cl, O. Yields the product CCOc1ccc([N+](=O)[O-])c(N)c1. As a reaction SMILES: [CH2:1]([CH3:2])[O:3][c:4]1[cH:5][cH:6][c:7]([N+:14](=[O:15])[O-:16])[c:8]([NH:10][C:11](=[O:12])[CH3:13])[cH:9]1.[ClH:17].[OH2:18]>>[CH2:1]([CH3:2])[O:3][c:4]1[cH:5][cH:6][c:7]([N+:14](=[O:15])[O-:16])[c:8]([NH2:10])[cH:9]1. Reactants: CC(=O)O[C@H]1C=C[C@H]2[C@H]3CC4=C5[C@]2([C@H]1OC5=C(C=C4)OC)CCN3C (6-acetylcodeine), ClC(=O)OCCCl (chloroethyl chloroformate), CN(C)C1=CC=CC2=C1C(=CC=C2)N(C)C (proton sponge). Solvent: C(Cl)Cl (methylene chloride). Product: COC1=C2C3=C(C[C@@H]4[C@H]5[C@]3(CCN4)[C@@H](O2)[C@H](C=C5)O)C=C1.Cl (norcodeine hydrochloride). Yield: 93.3%. RXN SMILES: CC([O:4][C@@H:5]1[C@@H:14]2[O:15][C:16]3=[C:17]([O:20][CH3:21])[CH:18]=[CH:19][C:11]4=[C:12]3[C@:13]32[CH2:22][CH2:23][N:24](C)[C@H:9]([CH2:10]4)[C@@H:8]3[CH:7]=[CH:6]1)=O.[Cl:26]C(OCCCl)=O.CN(C1C2C(N(C)C)=CC=CC=2C=CC=1)C>C(Cl)Cl>[CH3:21][O:20][C:17]1[CH:18]=[CH:19][C:11]2[CH2:10][C@H:9]3[NH:24][CH2:23][CH2:22][C@:13]45[C@H:14]([C@@H:5]([OH:4])[CH:6]=[CH:7][C@@H:8]34)[O:15][C:16]=1[C:12]=25.[ClH:26] |f:4.5|. Procedure details: A solution of 6-acetylcodeine (10.0 g, 29.3 mmol), 1 chloroethyl chloroformate (5.56 g,38.1 mmol), and proton sponge (1.0 g) in methylene chloride (50 ml) was heated at reflux for 50 min. The reaction mixture was evaporated in vacuo to about 30 ml. Methanol (25 ml) and concentrated HCl (2 ml) were added. The solution was heated at reflux for 40 min. and evaporated in vacuo to almost dryness. The residue was added hexane and filtered to give norcodeine hydrochloride (8.8 g, 93% yield). IR (KBr), ... Product: C(=O)(O)C(C(C)C)N[C@@H](C)C(=O)N1[C@H](C(=O)O)CCC1 (N-(1-carboxy-2-methylpropyl)L-alanyl-L-proline). Isolated yield 73.2%. Reported procedure: A mixture of 3-methyl-2-oxobutyric acid sodium salt (1.46 g) and L-alanyl-L-proline (0.40 g) was treated with sodium cyanoborohydride (0.41 g) as described above. Crude N-(1-carboxy-2-methylpropyl)L-alanyl-L-proline (0.45 g) was obtained by elution from ion-exchange resin. The product melted at 131°-142°. The nmr spectrum shows complex absorption in the 4.6 to 3.3 region, a broad multiplet centered at 2.2 and doublets at 1.65 and 1.1 ppm. Reaction SMILES: [Na+].[CH3:2][CH:3]([CH3:9])[C:4](=O)[C:5]([O-:7])=[O:6].[NH2:10][C@H:11]([C:13]([N:15]1[CH2:22][CH2:21][CH2:20][C@H:16]1[C:17]([OH:19])=[O:18])=[O:14])[CH3:12].C([BH3-])#N.[Na+]>>[C:5]([CH:4]([NH:10][C@H:11]([C:13]([N:15]1[CH2:22][CH2:21][CH2:20][C@H:16]1[C:17]([OH:19])=[O:18])=[O:14])[CH3:12])[CH:3]([CH3:9])[CH3:2])([OH:7])=[O:6] |f:0.1,3.4|. Reactants: [Na+].CC(C(C(=O)[O-])=O)C (3-methyl-2-oxobutyric acid sodium salt), N[C@@H](C)C(=O)N1[C@H](C(=O)O)CCC1 (L-alanyl-L-proline), C(#N)[BH3-].[Na+] (sodium cyanoborohydride).